The task is: describe an organic reaction: reactants, conditions, products, and yield. This data is from the Open Reaction Database (ORD), a public repository of structured organic reaction records. Reactants: ClC1=C(C(=NC2=CC(=CC=C12)F)C1=NC=CC=C1)C (4-chloro-7-fluoro-3-methyl-2-(pyridin-2-yl)quinoline), N1(CCOCC1)C1=CC=C2C(=C1)NCC21CCS(CC1)(=O)=O (6-morpholin-4-yl-1,2,2′,3′,5′,6′-hexahydrospiro[indole-3,4′-thiopyran]1′,1′-dioxide), CC(C)([O-])C.[Na+] (sodium tert-butoxide). The reagents and catalysts are CC(C)C1=CC(=C(C(=C1)C(C)C)C2=CC=CC=C2P(C3CCCCC3)C4CCCCC4)C(C)C.C1=CC=C([C-]=C1)CCN.Cl[Pd+] (XPhos precatalyst). Product: FC1=CC=C2C(=C(C(=NC2=C1)C1=NC=CC=C1)C)N1CC2(CCS(CC2)(=O)=O)C2=CC=C(C=C12)N1CCOCC1 (1-(7-fluoro-3-methyl-2-(2-pyridinyl)-4-quinolinyl)-6-(4-morpholinyl)-1,2,2′,3′,5′,6′-hexahydrospiro[indole-3,4′-thiopyran]1′,1′-dioxide). Reaction SMILES: Cl[C:2]1[C:11]2[C:6](=[CH:7][C:8]([F:12])=[CH:9][CH:10]=2)[N:5]=[C:4]([C:13]2[CH:18]=[CH:17][CH:16]=[CH:15][N:14]=2)[C:3]=1[CH3:19].[N:20]1([C:26]2[CH:31]=[C:30]3[NH:32][CH2:33][C:34]4([CH2:39][CH2:38][S:37](=[O:41])(=[O:40])[CH2:36][CH2:35]4)[C:29]3=[CH:28][CH:27]=2)[CH2:25][CH2:24][O:23][CH2:22][CH2:21]1.CC(C)([O-])C.[Na+]>CC(C1C=C(C(C)C)C(C2C(P(C3CCCCC3)C3CCCCC3)=CC=CC=2)=C(C(C)C)C=1)C.C1C=[C-]C(CCN)=CC=1.Cl[Pd+]>[F:12][C:8]1[CH:7]=[C:6]2[C:11]([C:2]([N:32]3[C:30]4[C:29](=[CH:28][CH:27]=[C:26]([N:20]5[CH2:25][CH2:24][O:23][CH2:22][CH2:21]5)[CH:31]=4)[C:34]4([CH2:39][CH2:38][S:37](=[O:40])(=[O:41])[CH2:36][CH2:35]4)[CH2:33]3)=[C:3]([CH3:19])[C:4]([C:13]3[CH:18]=[CH:17][CH:16]=[CH:15][N:14]=3)=[N:5]2)=[CH:10][CH:9]=1 |f:2.3,4.5.6|. Procedure details: Prepared according to procedure Y using 4-chloro-7-fluoro-3-methyl-2-(pyridin-2-yl)quinoline (29.6 mg, 0.109 mmol), 6-morpholin-4-yl-1,2,2′,3′,5′,6′-hexahydrospiro[indole-3,4′-thiopyran]1′,1′-dioxide (35 mg, 0.109 mmol), sodium tert-butoxide (20.9 mg, 0.217 mmol) and XPhos precatalyst (8.02 mg, 10.86 μmol). Purification by reverse phase HPLC gave 1-(7-fluoro-3-methyl-2-(2-pyridinyl)-4-quinolinyl)-6-(4-morpholinyl)-1,2,2′,3′,5′,6′-hexahydrospiro[indole-3,4′-thiopyran]1′,1′-dioxide. 1H NMR (400 MH... The reactants are [N+](=O)([O-])C1=CC=C2C3(CNCC2=C1)CC3 (7′-nitro-1′,2′-dihydro-3′H-spiro[cyclopropane-1,4′-isoquinoline]), C=O (formaldehyde), CC(=O)C (acetone). Product: C(C)(C)N1CC2=CC(=CC=C2CC1)[N+](=O)[O-] (2-isopropyl-7-nitro-1,2,3,4-tetrahydroisoquinoline). Reaction SMILES: [N+:1]([C:4]1[CH:13]=[C:12]2[C:7]([C:8]3(CC3)[CH2:9][NH:10][CH2:11]2)=[CH:6][CH:5]=1)([O-:3])=[O:2].C=O.[CH3:18][C:19]([CH3:21])=O>>[CH:19]([N:10]1[CH2:9][CH2:8][C:7]2[C:12](=[CH:13][C:4]([N+:1]([O-:3])=[O:2])=[CH:5][CH:6]=2)[CH2:11]1)([CH3:21])[CH3:18]. Procedure details: 870 mg of the entitled compound was obtained as a colorless solid according to the same method as in Production Example 10-6), for which, however, the compound obtained in Production Example 22-1) was used in place of 7′-nitro-1′,2′-dihydro-3′H-spiro[cyclopropane-1,4′-isoquinoline] used in Production Example 10-6), and acetone was used in place of aqueous formaldehyde solution.